From a dataset of the Open Reaction Database (ORD), a public repository of structured organic reaction records. describe an organic reaction: reactants, conditions, products, and yield Reactants: BrC=1C=CC(=NC1)N(C)C (5-bromo-N,N-dimethylpyridin-2-amine), [Li]CCCC (n-BuLi), CO (MeOH), B(OC(C)C)(OC(C)C)OC(C)C (Triisopropyl borate). Run in C1CCOC1 (THF). Reaction conditions: temperature -72 celsius, time 1 hour. Yields the product CN(C1=CC=C(C=N1)B(O)O)C (6-(dimethylamino)pyridin-3-ylboronic acid). Reaction SMILES: Br[C:2]1[CH:3]=[CH:4][C:5]([N:8]([CH3:10])[CH3:9])=[N:6][CH:7]=1.[Li]CCCC.[B:16](OC(C)C)([O:21]C(C)C)[O:17]C(C)C.CO>C1COCC1>[CH3:9][N:8]([CH3:10])[C:5]1[N:6]=[CH:7][C:2]([B:16]([OH:21])[OH:17])=[CH:3][CH:4]=1. Reported procedure: A solution of 5-bromo-N,N-dimethylpyridin-2-amine (500 mg, 2.5 mmol) in THF (10 mL) was treated with n-BuLi (1.2 mL, 3 mmol) at −72° C. for 2 hours. Triisopropyl borate (705 mg, 3.75 mmol) was then added dropwise. After the completion of the addition, the mixture was stirred at −72° C. for an additional 1 hour and slowly warmed up and stirred at the ambient temperature overnight. MeOH was carefully added, and the volatiles were removed under reduced pressure to give the title compound. MS (m/z):...